From a dataset of the Open Reaction Database (ORD), a public repository of structured organic reaction records. describe an organic reaction: reactants, conditions, products, and yield Starting materials: glass, C1C(O1)CO (glycidol), ice, CC(=C)C(=O)NCCCN(C)C (DMAPMA), OS(=O)(=O)O (H2SO4), C1C(O1)CO (glycidol), OS(=O)(=O)O (H2SO4), C1C(O1)CO (glycidol), C1C(O1)CO (glycidol), OS(=O)(=O)O (H2SO4). The solvent is O (water), O (water). Conditions: temperature 40 celsius. The product is S(=O)(=O)([O-])[O-].C(C(=C)C)(=O)NCCC[N+](CC(CO)O)(C)C.C(C(=C)C)(=O)NCCC[N+](C)(C)CC(CO)O (Methacrylamidopropyldimethyl-2,3-dihydroxypropylammonium sulfate). RXN SMILES: [CH3:1][C:2]([C:4]([NH:6][CH2:7][CH2:8][CH2:9][N:10]([CH3:12])[CH3:11])=[O:5])=[CH2:3].[CH2:13]1[O:15][CH:14]1[CH2:16][OH:17].[OH:18][S:19]([OH:22])(=[O:21])=[O:20]>O>[S:19]([O-:22])([O-:21])(=[O:20])=[O:18].[C:4]([NH:6][CH2:7][CH2:8][CH2:9][N+:10]([CH3:12])([CH3:11])[CH2:13][CH:14]([OH:15])[CH2:16][OH:17])(=[O:5])[C:2]([CH3:3])=[CH2:1].[C:4]([NH:6][CH2:7][CH2:8][CH2:9][N+:10]([CH2:13][CH:14]([OH:15])[CH2:16][OH:17])([CH3:12])[CH3:11])(=[O:5])[C:2]([CH3:1])=[CH2:3] |f:4.5.6|. Reported procedure: To a 1-liter glass beaker containing a magnetic stirrer is added 170.26 g (1 mole) of DMAPMA and 170.26 g of deionized water while stirring. Initial pH and temperature are 11.2° and 23.1° C., respectively. Two addition funnels are suspended above the beaker; one contains 75.6 g (1 mole) of glycidol and the other contains 98.2 g of 50% H2SO4. The pH and temperature are monitored continuously during the drop-wise addition of glycidol. Temperature is maintained between 19.5° and 27.5° C. by placing... Starting materials: ice, NC1=CC=C(C[C@@H]2N(C(OC2)(C)C)C(=O)OC(C)(C)C)C=C1 (tert-butyl (S)-4-(4-aminobenzyl)-2,2-dimethyl-1,3-oxazolidine-3-carboxylate), C1(=CC=CC=C1)N=C=O (phenyl isocyanate). Run in ClCCl (dichloromethane). Reaction conditions: time 1 hour. Product: N(C1=CC=CC=C1)C(=O)NC1=CC=C(C[C@@H]2N(C(OC2)(C)C)C(=O)OC(C)(C)C)C=C1 (tert-butyl (S)-4-[4-[(anilinocarbonyl)amino]benzyl]-2,2-dimethyl-1,3-oxazolidine-3-carboxylate). Reaction SMILES: [NH2:1][C:2]1[CH:22]=[CH:21][C:5]([CH2:6][C@H:7]2[CH2:11][O:10][C:9]([CH3:13])([CH3:12])[N:8]2[C:14]([O:16][C:17]([CH3:20])([CH3:19])[CH3:18])=[O:15])=[CH:4][CH:3]=1.[C:23]1([N:29]=[C:30]=[O:31])[CH:28]=[CH:27][CH:26]=[CH:25][CH:24]=1>ClCCl>[NH:29]([C:30]([NH:1][C:2]1[CH:3]=[CH:4][C:5]([CH2:6][C@H:7]2[CH2:11][O:10][C:9]([CH3:12])([CH3:13])[N:8]2[C:14]([O:16][C:17]([CH3:20])([CH3:19])[CH3:18])=[O:15])=[CH:21][CH:22]=1)=[O:31])[C:23]1[CH:28]=[CH:27][CH:26]=[CH:25][CH:24]=1. Reported procedure: To an ice-cooled solution of tert-butyl (S)-4-(4-aminobenzyl)-2,2-dimethyl-1,3-oxazolidine-3-carboxylate (1.0 g) in dichloromethane (10 ml) was added dropwise phenyl isocyanate (0.39 ml). The mixture was stirred at the same temperature for 1 hour and partitioned between chloroform and saturated sodium bicarbonate solution. The organic layer was separated, washed with brine, dried over magnesium sulfate, and filtered. The filtrate was concentrated and the residue was purified by column chromatogr...